Dataset: the Open Reaction Database (ORD), a public repository of structured organic reaction records. Task: describe an organic reaction: reactants, conditions, products, and yield Reactants: B, C1CCOC1, CCOC(=O)c1ccc(N(CC)C(=O)c2sccc2OCc2ccccc2)cc1, Cl, C1CCOC1. The product is CCOC(=O)c1ccc(N(CC)Cc2sccc2OCc2ccccc2)cc1. As a reaction SMILES: [BH3:6].[CH2:37]1[O:38][CH2:39][CH2:40][CH2:41]1.[CH2:7]([c:8]1[cH:9][cH:10][cH:11][cH:12][cH:13]1)[O:14][c:15]1[c:16]([C:20](=[O:21])[N:22]([CH2:23][CH3:24])[c:25]2[cH:26][cH:27][c:28]([C:29](=[O:30])[O:31][CH2:32][CH3:33])[cH:34][cH:35]2)[s:17][cH:18][cH:19]1.[ClH:36].[O:1]1[CH2:2][CH2:3][CH2:4][CH2:5]1>>[CH2:7]([c:8]1[cH:9][cH:10][cH:11][cH:12][cH:13]1)[O:14][c:15]1[c:16]([CH2:20][N:22]([CH2:23][CH3:24])[c:25]2[cH:26][cH:27][c:28]([C:29](=[O:30])[O:31][CH2:32][CH3:33])[cH:34][cH:35]2)[s:17][cH:18][cH:19]1. Reactants: ClCc1ccc(-c2nc3cccc(Cl)c3o2)cc1, O=C(Cl)c1ccc(CCl)cc1, Clc1ccccc1Cl, Nc1cccc(Cl)c1O, CCOP(OCC)OCC, Cc1ccc(S(=O)(=O)O)cc1. Yields the product CCOP(=O)(Cc1ccc(-c2nc3cccc(Cl)c3o2)cc1)OCC. Reaction SMILES: [Cl:1][CH2:2][c:3]1[cH:4][cH:5][c:6](-[c:9]2[o:10][c:11]3[c:12]([n:13]2)[cH:14][cH:15][cH:16][c:17]3[Cl:18])[cH:7][cH:8]1.[Cl:28][CH2:29][c:30]1[cH:31][cH:32][c:33]([C:34]([Cl:35])=[O:36])[cH:37][cH:38]1.[Cl:60][c:61]1[cH:62][cH:63][cH:64][cH:65][c:66]1[Cl:67].[NH2:19][c:20]1[cH:21][cH:22][cH:23][c:24]([Cl:25])[c:26]1[OH:27].[P:50]([O:51][CH2:52][CH3:53])([O:54][CH2:55][CH3:56])[O:57][CH2:58][CH3:59].[c:39]1([CH3:40])[cH:41][cH:42][c:43]([S:44]([OH:45])(=[O:46])=[O:47])[cH:48][cH:49]1>>[CH2:2]([c:3]1[cH:4][cH:5][c:6](-[c:9]2[o:10][c:11]3[c:12]([n:13]2)[cH:14][cH:15][cH:16][c:17]3[Cl:18])[cH:7][cH:8]1)[P:50]([O:51][CH2:52][CH3:53])([O:54][CH2:55][CH3:56])=[O:57]. Reactants: N1=C(N=CC=C1)OCC(=O)OCC (Ethyl 2-pyrimidinyloxyacetate), [OH-].[Na+] (Sodium hydroxide). The solvent is C(C)O (ethanol). Run at time 64 hour. Product: N1=C(N=CC=C1)OCC(=O)O (2-Pyrimidinyloxyacetic acid). Yield: 58.9%. RXN SMILES: [N:1]1[CH:6]=[CH:5][CH:4]=[N:3][C:2]=1[O:7][CH2:8][C:9]([O:11]CC)=[O:10].[OH-].[Na+]>C(O)C>[N:1]1[CH:6]=[CH:5][CH:4]=[N:3][C:2]=1[O:7][CH2:8][C:9]([OH:11])=[O:10] |f:1.2|. Reported procedure: Ethyl 2-pyrimidinyloxyacetate (1.4 g) was dissolved in ethanol (10 ml). Sodium hydroxide (2M aq) was added and the mixture was stirred for 64 h. The solvent was evaporated and the residue was dissolved in water, filtered and the acidified with concentrated hydrochloric acid. The resulting precipitate was collected and dried to give the subtitle compound (0.698 g). Reactants: CCOC(OCC)[PH]([O-])(OCC)[Si](C)(C)C, C=CC(C)=O, O. Yields the product CCOC(OCC)P(=O)(CCC(C)=O)OCC. RXN SMILES: [CH3:1][Si:2]([CH3:3])([CH3:4])[PH:5]([O:6][CH2:7][CH3:8])([O-:9])[CH:10]([O:11][CH2:12][CH3:13])[O:14][CH2:15][CH3:16].[CH:17](=[CH2:18])[C:19](=[O:20])[CH3:21].[OH2:22]>>[P:5]([O:6][CH2:7][CH3:8])(=[O:9])([CH:10]([O:11][CH2:12][CH3:13])[O:14][CH2:15][CH3:16])[CH2:18][CH2:17][C:19](=[O:20])[CH3:21]. Reactants: N1=C(N=CC=C1)C1=CC=C(C=C1)C1=COC=C1 (3-[4-(pyrimidin-2-yl)phenyl]furan), C(=O)([O-])[O-].[Na+].[Na+] (Na2CO3), BrBr (bromine), CO (methanol). Solvent: C1=CC=CC=C1 (benzene), C(C)(=O)OCC (ethyl acetate). Run at temperature -10 celsius, time 1 hour. Yields the product COC1OC(C=C1C1=CC=C(C=C1)C1=NC=CC=N1)OC (2-[4-(2,5-Dihydro-2,5-dimethoxy-3-furanyl)phenyl]pyrimidine). Yield: 75.0%. RXN SMILES: [N:1]1[CH:6]=[CH:5][CH:4]=[N:3][C:2]=1[C:7]1[CH:12]=[CH:11][C:10]([C:13]2[CH:17]=[CH:16][O:15][CH:14]=2)=[CH:9][CH:8]=1.[C:18]([O-:21])([O-])=O.[Na+].[Na+].BrBr.[CH3:26][OH:27]>C1C=CC=CC=1.C(OCC)(=O)C>[CH3:26][O:27][CH:14]1[C:13]([C:10]2[CH:9]=[CH:8][C:7]([C:2]3[N:3]=[CH:4][CH:5]=[CH:6][N:1]=3)=[CH:12][CH:11]=2)=[CH:17][CH:16]([O:21][CH3:18])[O:15]1 |f:1.2.3|. Reported procedure: To a slurry of 3-[4-(pyrimidin-2-yl)phenyl]furan and Na2CO3 (46 mg, 0.44 mmol) in methanol (0.8 mL) and benzene (0.8 mL) at −10° C. was added bromine (22 μL, 0.41 mmol) dropwise. The reaction mixture was stirred at −10° C. for 1 h, diluted with ethyl acetate, filtered, and concentrated in vacuo. Purification by medium pressure liquid chromatography (SiO2, 2:1 hexanes/ethyl acetate) gave 95 mg (75%) of the title compound. MS 285 (M+H)+.